From a dataset of the Open Reaction Database (ORD), a public repository of structured organic reaction records. describe an organic reaction: reactants, conditions, products, and yield Starting materials: CCOC(=O)c1cc2c(Br)cccc2n1Cc1ccc(Cl)c(Cl)c1, CCCC[Sn](CCCC)(CCCC)c1ccccn1, [Cl-], [Li+]. The product is CCOC(=O)c1cc2c(-c3ccccn3)cccc2n1Cc1ccc(Cl)c(Cl)c1. As a reaction SMILES: [Br:1][c:2]1[c:3]2[cH:4][c:5]([C:20](=[O:21])[O:22][CH2:23][CH3:24])[n:6]([CH2:11][c:12]3[cH:13][c:14]([Cl:19])[c:15]([Cl:18])[cH:16][cH:17]3)[c:7]2[cH:8][cH:9][cH:10]1.[CH2:25]([Sn:26]([CH2:27][CH2:28][CH2:29][CH3:36])([c:30]1[n:31][cH:32][cH:33][cH:34][cH:35]1)[CH2:37][CH2:38][CH2:39][CH3:40])[CH2:41][CH2:42][CH3:43].[Cl-:45].[Li+:44]>>[c:2]1(-[c:30]2[n:31][cH:32][cH:33][cH:34][cH:35]2)[c:3]2[cH:4][c:5]([C:20](=[O:21])[O:22][CH2:23][CH3:24])[n:6]([CH2:11][c:12]3[cH:13][c:14]([Cl:19])[c:15]([Cl:18])[cH:16][cH:17]3)[c:7]2[cH:8][cH:9][cH:10]1. Starting materials: COc1cc(OC)c(C(=O)O)c(C)n1, [Cl-], ClCCl, [NH4+], [OH-]. Product: COc1cc(OC)c(C(N)=O)c(C)n1. Reaction SMILES: [CH3:2][O:3][c:4]1[cH:5][c:6]([O:14][CH3:15])[n:7][c:8]([CH3:13])[c:9]1[C:10](=[O:11])[OH:12].[Cl-:1].[Cl:18][CH2:19][Cl:20].[NH4+:16].[OH-:17]>>[CH3:2][O:3][c:4]1[cH:5][c:6]([O:14][CH3:15])[n:7][c:8]([CH3:13])[c:9]1[C:10](=[O:11])[NH2:16]. Starting materials: BrCC=1N(C2=NC(=NC(=C2N1)N1CCOCC1)N1C(=NC2=C1C=CC=C2)C)C (4-(8-(bromomethyl)-9-methyl-2-(2-methyl-1H-benzo[d]imidazol-1-yl)-9H-purin-6-yl)morpholine), C1(=CC=CC=C1)C(C)N (1-phenylethanamine). The product is CN1C2=NC(=NC(=C2N=C1CNC(C)C1=CC=CC=C1)N1CCOCC1)N1C(=NC2=C1C=CC=C2)C (N-((9-methyl-2-(2-methyl-1H-benzo[d]imidazol-1-yl)-6-morpholino-9H-purin-8-yl)methyl)-1-phenylethanamine). As a reaction SMILES: Br[CH2:2][C:3]1[N:4]([CH3:28])[C:5]2[C:10]([N:11]=1)=[C:9]([N:12]1[CH2:17][CH2:16][O:15][CH2:14][CH2:13]1)[N:8]=[C:7]([N:18]1[C:22]3[CH:23]=[CH:24][CH:25]=[CH:26][C:21]=3[N:20]=[C:19]1[CH3:27])[N:6]=2.[C:29]1([CH:35]([NH2:37])[CH3:36])[CH:34]=[CH:33][CH:32]=[CH:31][CH:30]=1>>[CH3:28][N:4]1[C:3]([CH2:2][NH:37][CH:35]([C:29]2[CH:34]=[CH:33][CH:32]=[CH:31][CH:30]=2)[CH3:36])=[N:11][C:10]2[C:5]1=[N:6][C:7]([N:18]1[C:22]3[CH:23]=[CH:24][CH:25]=[CH:26][C:21]=3[N:20]=[C:19]1[CH3:27])=[N:8][C:9]=2[N:12]1[CH2:17][CH2:16][O:15][CH2:14][CH2:13]1. Reported procedure: 4-(8-(bromomethyl)-9-methyl-2-(2-methyl-1H-benzo[d]imidazol-1-yl)-9H-purin-6-yl)morpholine (50 mg) was reacted with 1-phenylethanamine via General Procedure E to give 10.8 mg of 279 following reverse phase purification. MS (Q1) 483.2 (M)+ Reactants: CCC1(O)c2ccccc2C=Cc2ccccc21, CC(=O)Cl. Yields the product CC=C1c2ccccc2C=Cc2ccccc21. Reaction SMILES: [CH2:1]([CH3:2])[C:3]1([OH:18])[c:4]2[c:5]([cH:14][cH:15][cH:16][cH:17]2)[CH:6]=[CH:7][c:8]2[c:9]1[cH:10][cH:11][cH:12][cH:13]2.[CH3:19][C:20](=[O:21])[Cl:22]>>[CH:1]([CH3:2])=[C:3]1[c:4]2[c:5]([cH:14][cH:15][cH:16][cH:17]2)[CH:6]=[CH:7][c:8]2[c:9]1[cH:10][cH:11][cH:12][cH:13]2. Product: C1(=CC=CC=C1)S(=O)(=O)N1C=C(C2=CC=CC=C12)C1=NC(=NC=C1Cl)Cl (1-(Benzenesulfonyl)-3-(2,5-dichloropyrimidin-4-yl)indole). Solvent: CN(C)C=O (DMF). The yield is 45.7%. Reaction conditions: time 1 hour. RXN SMILES: CC(C)([O-])C.[Na+].[Cl:7][C:8]1[N:13]=[C:12]([C:14]2[C:22]3[C:17](=[CH:18][CH:19]=[CH:20][CH:21]=3)[NH:16][CH:15]=2)[C:11]([Cl:23])=[CH:10][N:9]=1.[C:24]1([S:30](Cl)(=[O:32])=[O:31])[CH:29]=[CH:28][CH:27]=[CH:26][CH:25]=1>CN(C=O)C>[C:24]1([S:30]([N:16]2[C:17]3[C:22](=[CH:21][CH:20]=[CH:19][CH:18]=3)[C:14]([C:12]3[C:11]([Cl:23])=[CH:10][N:9]=[C:8]([Cl:7])[N:13]=3)=[CH:15]2)(=[O:32])=[O:31])[CH:29]=[CH:28][CH:27]=[CH:26][CH:25]=1 |f:0.1|. Starting materials: C1(=CC=CC=C1)S(=O)(=O)Cl (benzenesulfonyl chloride), CC(C)([O-])C.[Na+] (sodium tert-butoxide), CC(C)([O-])C.[Na+] (Sodium tert-butoxide), ClC1=NC=C(C(=N1)C1=CNC2=CC=CC=C12)Cl (3-(2,5-dichloro-pyrimidin-4-yl)-1H-indole), ClC1=NC=C(C(=N1)C1=CNC2=CC=CC=C12)Cl (3-(2,5-dichloro-pyrimidin-4-yl)-1H-indole), C1(=CC=CC=C1)S(=O)(=O)Cl (benzenesulfonyl chloride). Procedure: Sodium tert-butoxide (529 mg, 5.50 mmol) was added portionwise over a period of 2 minutes to a mixture of 3-(2,5-dichloro-pyrimidin-4-yl)-1H-indole (Intermediate 11, 1.321 g, 5.0 mmol) and benzenesulfonyl chloride (0.645 mL, 5.00 mmol) in DMF (30 mL) at r.t. under N2. The resulting solution was stirred at r.t. for 1 h. Further benzenesulfonyl chloride (0.064 mL, 0.50 mmol) and sodium tert-butoxide (0.053 g, 0.055 mmol) were added and the mixture was stirred at r.t. for a further 0.25 h. The reac... Starting materials: O=C([O-])[O-], C1CCNCC1, CN(C)C=O, CCOC(C)=O, CC(Cn1cc(-c2ccccc2)c(OC2C=CCCC2)n1)OS(C)(=O)=O, [K+], [K+], O. Yields the product CC(Cn1cc(-c2ccccc2)c(OC2C=CCCC2)n1)N1CCCCC1. Reaction SMILES: [C:33](=[O:34])([O-:35])[O-:36].[CH2:27]1[CH2:28][CH2:29][NH:30][CH2:31][CH2:32]1.[CH3:40][N:41]([CH3:42])[CH:43]=[O:44].[CH3:45][CH2:46][O:47][C:48](=[O:49])[CH3:50].[CH:1]1([O:7][c:8]2[n:9][n:10]([CH2:19][CH:20]([CH3:21])[O:22][S:23]([CH3:24])(=[O:25])=[O:26])[cH:11][c:12]2-[c:13]2[cH:14][cH:15][cH:16][cH:17][cH:18]2)[CH:2]=[CH:3][CH2:4][CH2:5][CH2:6]1.[K+:37].[K+:38].[OH2:39]>>[CH:1]1([O:7][c:8]2[n:9][n:10]([CH2:19][CH:20]([CH3:21])[N:30]3[CH2:29][CH2:28][CH2:27][CH2:32][CH2:31]3)[cH:11][c:12]2-[c:13]2[cH:14][cH:15][cH:16][cH:17][cH:18]2)[CH:2]=[CH:3][CH2:4][CH2:5][CH2:6]1.